From a dataset of the Open Reaction Database (ORD), a public repository of structured organic reaction records. describe an organic reaction: reactants, conditions, products, and yield Reactants: FC1=C(C=C(C=C1)F)C1=NN(C(=N1)[C@@H](C(C)(C)C)N(C(=O)[C@H]1OCCC1)C[C@@H]1CN(C[C@@H]1F)C(=O)OCC1=CC=CC=C1)CC1=CC(=CC=C1)F ((3R,4R)-benzyl 3-(((S)—N—((R)-1-(3-(2,5-difluorophenyl)-1-(3-fluorobenzyl)-1H-1,2,4-triazol-5-yl)-2,2-dimethylpropyl)tetrahydrofuran-2-carboxamido)methyl)-4-fluoropyrrolidine-1-carboxylate). The reagents and catalysts are [Pd] (Pd/C). Run in CCOC(=O)C (EtOAc). Reaction conditions: time 8 hour. Yields the product FC1=C(C=C(C=C1)F)C1=NN(C(=N1)[C@@H](C(C)(C)C)N(C(=O)[C@H]1OCCC1)C[C@@H]1CNC[C@@H]1F)CC1=CC(=CC=C1)F ((S)—N—((R)-1-(3-(2,5-difluorophenyl)-1-(3-fluorobenzyl)-1H-1,2,4-triazol-5-yl)-2,2-dimethylpropyl)-N-(((3S,4R)-4-fluoropyrrolidin-3-yl)methyl)tetrahydrofuran-2-carboxamide), amine. Yield: 10.4%. As a reaction SMILES: [F:1][C:2]1[CH:7]=[CH:6][C:5]([F:8])=[CH:4][C:3]=1[C:9]1[N:13]=[C:12]([C@H:14]([N:19]([CH2:27][C@H:28]2[C@@H:32]([F:33])[CH2:31][N:30](C(OCC3C=CC=CC=3)=O)[CH2:29]2)[C:20]([C@@H:22]2[CH2:26][CH2:25][CH2:24][O:23]2)=[O:21])[C:15]([CH3:18])([CH3:17])[CH3:16])[N:11]([CH2:44][C:45]2[CH:50]=[CH:49][CH:48]=[C:47]([F:51])[CH:46]=2)[N:10]=1>CCOC(C)=O.[Pd]>[F:1][C:2]1[CH:7]=[CH:6][C:5]([F:8])=[CH:4][C:3]=1[C:9]1[N:13]=[C:12]([C@H:14]([N:19]([CH2:27][C@H:28]2[C@@H:32]([F:33])[CH2:31][NH:30][CH2:29]2)[C:20]([C@@H:22]2[CH2:26][CH2:25][CH2:24][O:23]2)=[O:21])[C:15]([CH3:16])([CH3:18])[CH3:17])[N:11]([CH2:44][C:45]2[CH:50]=[CH:49][CH:48]=[C:47]([F:51])[CH:46]=2)[N:10]=1. Reported procedure: To a solution of (3R,4R)-benzyl 3-(((S)—N—((R)-1-(3-(2,5-difluorophenyl)-1-(3-fluorobenzyl)-1H-1,2,4-triazol-5-yl)-2,2-dimethylpropyl)tetrahydrofuran-2-carboxamido)methyl)-4-fluoropyrrolidine-1-carboxylate (580 mg, 0.82 mmol) in degassed EtOAc (80 mL, 0.1 M solution) was added Pd/C (873 mg, 10 wt %) under anhydrous N2 atmosphere. After flushed with hydrogen gas, the reaction mixture equipped with a hydrogen gas balloon was stirred at room temperature for overnight. The reaction mixture was filte... Starting materials: COC(C1=CC(=C(C=C1)I)OCCC=1C=C(C=CC1)C)=O (4-Iodo-3-(2-m-tolyl-ethoxy)-benzoic acid methyl ester), C(=C)S(=O)(=O)C (methyl vinyl sulfone), C1(=C(C=CC=C1)P(C1=C(C=CC=C1)C)C1=C(C=CC=C1)C)C (tri-o-tolylphosphine), C(C)(C)N(CC)C(C)C (diisopropylethylamin). Reagents/catalysts: C(C)(=O)[O-].[Pd+2].C(C)(=O)[O-] (palladium(II) acetate). Run in C(C)#N (acetonitrile), CC(OCC)=O (EA). Yields the product COC(C1=CC(=C(C=C1)\C=C\S(=O)(=O)C)OCCC=1C=C(C=CC1)C)=O (4-((E)-2-Methanesulfonyl-vinyl)-3-(2-m-tolyl-ethoxy)-benzoic acid methyl ester). Yield: 57.1%. RXN SMILES: [CH3:1][O:2][C:3](=[O:21])[C:4]1[CH:9]=[CH:8][C:7](I)=[C:6]([O:11][CH2:12][CH2:13][C:14]2[CH:15]=[C:16]([CH3:20])[CH:17]=[CH:18][CH:19]=2)[CH:5]=1.[CH:22]([S:24]([CH3:27])(=[O:26])=[O:25])=[CH2:23].C1(C)C=CC=CC=1P(C1C=CC=CC=1C)C1C=CC=CC=1C.C(N(C(C)C)CC)(C)C>C(#N)C.C([O-])(=O)C.[Pd+2].C([O-])(=O)C.CC(=O)OCC>[CH3:1][O:2][C:3](=[O:21])[C:4]1[CH:9]=[CH:8][C:7](/[CH:23]=[CH:22]/[S:24]([CH3:27])(=[O:26])=[O:25])=[C:6]([O:11][CH2:12][CH2:13][C:14]2[CH:15]=[C:16]([CH3:20])[CH:17]=[CH:18][CH:19]=2)[CH:5]=1 |f:5.6.7|. Procedure details: 500 mg of 4-Iodo-3-(2-m-tolyl-ethoxy)-benzoic acid methyl ester, 200 mg of methyl vinyl sulfone, 115 mg of tri-o-tolylphosphine, and 43 mg of palladium(II) acetate were stirred in 4 ml of acetonitrile and 1.5 ml of diisopropylethylamin for 2 h at 82° C. The reaction mixture was allowed to cool to room temperature. 10 ml of EA were then added and the mixture was washed successively twice using 5 ml of water each and twice using 5 ml of a saturated aqueous Na2CO3-solution. The organic layer was th...